describe an organic reaction: reactants, conditions, products, and yield From a dataset of the Open Reaction Database (ORD), a public repository of structured organic reaction records. Starting materials: CCOC(=O)CCCBr, CCCCC(CC)COC(=O)CCSc1ccc2c(-c3ccccc3)cc3nncn3c2c1, CC(C)(C)[O-], CCOC(C)=O, [K+], N#N, CN(C)C=O, O. Yields the product CCOC(=O)CCCSc1ccc2c(-c3ccccc3)cc3nncn3c2c1. Reaction SMILES: [Br:42][CH2:43][CH2:44][CH2:45][C:46](=[O:47])[O:48][CH2:49][CH3:50].[CH2:1]([CH:2]([CH2:3][CH2:4][CH2:5][CH3:6])[CH2:7][O:8][C:29](=[O:30])[CH2:31][CH2:32][S:9][c:10]1[cH:11][cH:12][c:13]2[c:14](-[c:23]3[cH:24][cH:25][cH:26][cH:27][cH:28]3)[cH:15][c:16]3[n:17]([c:18]2[cH:19]1)[cH:20][n:21][n:22]3)[CH3:33].[CH3:36][C:37]([CH3:38])([O-:39])[CH3:40].[CH3:56][CH2:57][O:58][C:59]([CH3:60])=[O:61].[K+:41].[N:34]#[N:35].[O:51]=[CH:52][N:53]([CH3:54])[CH3:55].[OH2:62]>>[S:9]([c:10]1[cH:11][cH:12][c:13]2[c:14](-[c:23]3[cH:24][cH:25][cH:26][cH:27][cH:28]3)[cH:15][c:16]3[n:17]([c:18]2[cH:19]1)[cH:20][n:21][n:22]3)[CH2:43][CH2:44][CH2:45][C:46](=[O:47])[O:48][CH2:49][CH3:50]. Reactants: NN (hydrazine), O.NN (hydrazine hydrate), C(C)(C)(C)OC(CBr)=O (t-butylbromoacetate), N([C@@H](C)C(=O)N[C@@H](C)C(=O)ON1C(=O)CCC1=O)C(=O)OCC1=CC=CC=C1 (Z-Ala-Ala-OSu). The product is C(C)(C)(C)C(C(=O)O)NN (tert.-Butyl 2-(hydrazino)acetic acid), compound 14. Reaction SMILES: O.[NH2:2][NH2:3].C([O:8][C:9](=[O:12])[CH2:10]Br)(C)(C)C.NN.N(C(O[CH2:36][C:37]1[CH:42]=CC=C[CH:38]=1)=O)[C@H](C(N[C@H](C(ON1C(=O)CCC1=O)=O)C)=O)C>>[C:37]([CH:10]([NH:2][NH2:3])[C:9]([OH:8])=[O:12])([CH3:42])([CH3:38])[CH3:36] |f:0.1|. Reported procedure: The inhibitors 18, 22 and 24 were prepared as described in Scheme 2. The compound tert.-Butyl 2-(hydrazino)acetic acid was prepared from 80% hydrazine hydrate and t-butylbromoacetate according to the procedure of Niedrich, 1969. The hydrazine was coupled with Z-Ala-Ala-OSu 1 (prepared as described in Experimentals, Starting Material) to obtain the compound 14. Treatment of the t-butyl ester with TFA in dichloromethane provided the compound 15, which was converted into the compound 16 via couplin...